This data is from the Open Reaction Database (ORD), a public repository of structured organic reaction records. The task is: describe an organic reaction: reactants, conditions, products, and yield Starting materials: C(#N)C=1C=C(C=NC1)C#CC=C1CCN(CC1)C(=O)OC(C)(C)C (tert-Butyl 4-[3-(5-cyanopyridin-3-yl)prop-2-ynylidene]piperidine-1-carboxylate), BrC1=CN=CC=C1C#N (5-bromoisonicotinonitrile). Yields the product C(#N)C1=CC=C(C=N1)C#CC=C1CCN(CC1)C(=O)OC(C)(C)C (tert-Butyl 4-[3-(6-cyanopyridin-3-yl)prop-2-ynylidene]piperidine-1-carboxylate). Reaction SMILES: C([C:3]1[CH:4]=[C:5]([C:9]#[C:10][CH:11]=[C:12]2[CH2:17][CH2:16][N:15]([C:18]([O:20][C:21]([CH3:24])([CH3:23])[CH3:22])=[O:19])[CH2:14][CH2:13]2)[CH:6]=[N:7][CH:8]=1)#N.BrC1C(C#N)=CC=[N:28][CH:27]=1>>[C:27]([C:8]1[N:7]=[CH:6][C:5]([C:9]#[C:10][CH:11]=[C:12]2[CH2:13][CH2:14][N:15]([C:18]([O:20][C:21]([CH3:22])([CH3:23])[CH3:24])=[O:19])[CH2:16][CH2:17]2)=[CH:4][CH:3]=1)#[N:28]. Reported procedure: The title compound was prepared following the procedure described for the compound of Example 45, but substituting 5-bromo-2-pyridincarbonitrile for 5-bromoisonicotinonitrile. Purification by flash chromatography (EtOAc—Petroleum Ether gradient from 5:95 to 40:60) afforded the title product. Starting materials: C(=O)(O)CC1CCN(CC1)C(=O)OC(C)(C)C (4-Carboxymethyl-1-tert-butoxycarbonylpiperidine), Cl.CN(C)CCCN=C=NCC (1-(3-(N,N-dimethylamino)-prop-1-yl)-3-ethylcarbodiimide hydrochloride), FC(C1=CC=C(CN)C=C1)(F)F ((4-(Trifluoromethyl)benzyl)amine). The reagents and catalysts are CN(C)C1=CC=NC=C1 (4-(N,N-dimethylamino)pyridine). The solvent is C(Cl)Cl (CH2Cl2), C(Cl)Cl (CH2Cl2). Conditions: time 14 hour. Yields the product Cl.FC(C1=CC=C(CNC(=O)CC2CCNCC2)C=C1)(F)F (4-((N-(4-(trifluoromethyl)benzyl)carbamoyl)methyl)-piperidine hydrochloride). Yield: 77.0%. RXN SMILES: [C:1]([CH2:4][CH:5]1[CH2:10][CH2:9][N:8](C(OC(C)(C)C)=O)[CH2:7][CH2:6]1)([OH:3])=O.[ClH:18].CN(CCCN=C=NCC)C.[F:30][C:31]([F:41])([F:40])[C:32]1[CH:39]=[CH:38][C:35]([CH2:36][NH2:37])=[CH:34][CH:33]=1>CN(C1C=CN=CC=1)C.C(Cl)Cl>[ClH:18].[F:30][C:31]([F:40])([F:41])[C:32]1[CH:39]=[CH:38][C:35]([CH2:36][NH:37][C:1]([CH2:4][CH:5]2[CH2:6][CH2:7][NH:8][CH2:9][CH2:10]2)=[O:3])=[CH:34][CH:33]=1 |f:1.2,6.7|. Procedure: 4-Carboxymethyl-1-tert-butoxycarbonylpiperidine (207 mg, 0.85 mmol, commercially available from Neosystem), 1-(3-(N,N-dimethylamino)-prop-1-yl)-3-ethylcarbodiimide hydrochloride (EDC) (177 mg, 0.92 mmol) and 4-(N,N-dimethylamino)pyridine (2 mg, 0.02 mmol) were dissolved in 4 mL of CH2Cl2. (4-(Trifluoromethyl)benzyl)amine (0.114 mL, 0.8 mmol) was added and the reaction was stirred at rt for 14 h. The mixture was diluted with CH2Cl2, washed with 1 N NaOH, 1 N HCl and brine and dried over MgSO4. Th... Reactants: FC1=CC=C(C=C1)C(C(C(=O)OCC)CC1=CC=C(C=C1)OC)O (ethyl (2RS,3RS)-3-(4-fluorophenyl)-3-hydroxy-2-(4-methoxybenzyl)propionate), [H-].[Na+] (sodium hydride), O (water), Cl (hydrochloric acid). Run in CO (methanol). Reaction conditions: time 4 hour. Yields the product FC1=CC=C(C=C1)C(C(C(=O)O)CC1=CC=C(C=C1)OC)O ((2RS,3RS)-3-(4-fluorophenyl)-3-hydroxy-2-(4-methoxybenzyl)propionic acid). Isolated yield 70.9%. Reaction SMILES: [F:1][C:2]1[CH:7]=[CH:6][C:5]([CH:8]([OH:24])[CH:9]([CH2:15][C:16]2[CH:21]=[CH:20][C:19]([O:22][CH3:23])=[CH:18][CH:17]=2)[C:10]([O:12]CC)=[O:11])=[CH:4][CH:3]=1.[H-].[Na+].Cl.O>CO>[F:1][C:2]1[CH:3]=[CH:4][C:5]([CH:8]([OH:24])[CH:9]([CH2:15][C:16]2[CH:17]=[CH:18][C:19]([O:22][CH3:23])=[CH:20][CH:21]=2)[C:10]([OH:12])=[O:11])=[CH:6][CH:7]=1 |f:1.2|. Procedure details: To a solution of ethyl (2RS,3RS)-3-(4-fluorophenyl)-3-hydroxy-2-(4-methoxybenzyl)propionate (22.8 g, 68.6 mmol) in methanol (100 ml) was added 2N aqueous sodium hydride solution (69 ml, 0.137 mol) and the mixture was stirred at room temperature for 4 hrs. The reaction solution was acidified with 6N hydrochloric acid, water (300 ml) was added, and the mixture was extracted with ethyl acetate (200 ml×2). The extract was washed with water, dried over anhydrous magnesium sulfate and evaporated under... Reactants: O1CCCC1 (tetrahydrofuran), C1(=CC=C(C=C1)NC(CCC(C=C)(C)C)=S)C (4,4-dimethyl-5-hexenethioic acid p-tolylamide), O1CCCC1 (tetrahydrofuran), II (iodine), O1CCCC1 (tetrahydrofuran), C1CCC2=NCCCN2CC1 (DBU). Run in O (water). Reaction conditions: time 8 hour. The product is CC1(CCC(SC1=C)=NC1=CC=C(C=C1)C)C ([5,5-dimethyl-6-methylene-tetrahydro-thiopyran-2-ylidene]-p-tolyl-amine). Isolated yield 44.5%. Reaction SMILES: O1CCCC1.[C:6]1([CH3:22])[CH:11]=[CH:10][C:9]([NH:12][C:13](=[S:21])[CH2:14][CH2:15][C:16]([CH3:20])([CH3:19])[CH:17]=[CH2:18])=[CH:8][CH:7]=1.II.C1CCN2C(=NCCC2)CC1>O>[CH3:20][C:16]1([CH3:19])[C:17](=[CH2:18])[S:21][C:13](=[N:12][C:9]2[CH:8]=[CH:7][C:6]([CH3:22])=[CH:11][CH:10]=2)[CH2:14][CH2:15]1. Procedure: In a tetrahydrofuran (25 ml) solution of 4,4-dimethyl-5-hexenethioic acid p-tolylamide (1.2 g), a tetrahydrofuran (10 ml) solution of iodine (1.5 g) was added dropwise at 0° C., followed by raising the temperature to room temperature and further stirring overnight. After cooling to 0° C., a tetrahydrofuran (3 ml) solution of DBU (1.8 g) was added dropwise. After raising the temperature to room temperature and further stirring overnight, water was added and the reaction mixture was extracted with...